This data is from the Open Reaction Database (ORD), a public repository of structured organic reaction records. The task is: describe an organic reaction: reactants, conditions, products, and yield Reactants: CC(C)(C)C=1C(C(=CC(C1)=NC1=NC=CN=C1)C(CO)(C)C)=O (2-(1,1-dimethylethyl)-6-(1,1-dimethyl-2-hydroxyethyl)-4-pyrazinylimino-2,5-cyclohexadien-1-one). Reagents/catalysts: [C].[Pd] (palladium-carbon). The solvent is C(C)(=O)OCC (ethyl acetate). Yields the product CC(C)(C)C1=C(C(=CC(=C1)NC1=NC=CN=C1)C(CO)(C)C)O (2-(1,1-dimethylethyl)-6-(1,1-dimethyl-2-hydroxyethyl)-4-pyrazinylaminophenol). The yield is 91.4%. Reaction SMILES: [CH3:1][C:2]([C:5]1[C:6](=[O:23])[C:7]([C:18]([CH3:22])([CH3:21])[CH2:19][OH:20])=[CH:8][C:9](=[N:11][C:12]2[CH:17]=[N:16][CH:15]=[CH:14][N:13]=2)[CH:10]=1)([CH3:4])[CH3:3]>C(OCC)(=O)C.[C].[Pd]>[CH3:4][C:2]([C:5]1[CH:10]=[C:9]([NH:11][C:12]2[CH:17]=[N:16][CH:15]=[CH:14][N:13]=2)[CH:8]=[C:7]([C:18]([CH3:22])([CH3:21])[CH2:19][OH:20])[C:6]=1[OH:23])([CH3:1])[CH3:3] |f:2.3|. Reported procedure: In 450 ml of ethyl acetate was dissolved 2.5 g of Compound 1a followed by addition of 0.30 g of 10% palladium-carbon as a catalyst. After purging the atmosphere in the reaction vessel with hydrogen gas, the reaction mixture was stirred at ambient temperature. After 180 ml of hydrogen had been consumed, the reaction mixture was filtered through Celite to remove the catalyst and the filtrate was washed with ethyl acetate and concentrated under reduced pressure. The crude product thus obtained was ... Starting materials: Cl.CN(CCCN=C=NCC)C (1-(3-dimethylaminopropyl)-3-ethylcarbodiimide hydrochloride), ON1N=NC2=C1C=CC=C2 (1-hydroxybenzotriazole), CC=1C=2N(C=CC1)C=C(N2)C(=O)O (8-methylimidazo[1,2-a]pyridine-2-carboxylic acid), NC1=CC=CC=C1 (aniline). The solvent is ClCCl (dichloromethane), C(C)N(CC)CC (triethylamine), ClCCl (dichloromethane), O (water). Reaction conditions: time 20 minute. The product is CC=1C=2N(C=CC1)C=C(N2)C(=O)NC2=CC=CC=C2 (8-methyl-N-phenylimidazo[1,2-a]pyridine-2-carboxamide). The yield is 76.9%. As a reaction SMILES: Cl.CN(C)CCCN=C=NCC.O[N:14]1[C:18]2[CH:19]=[CH:20][CH:21]=[CH:22][C:17]=2N=N1.[CH3:23][C:24]1[C:25]2[N:26]([CH:30]=[C:31]([C:33](O)=[O:34])[N:32]=2)[CH:27]=[CH:28][CH:29]=1.NC1C=CC=CC=1>ClCCl.O.C(N(CC)CC)C>[CH3:23][C:24]1[C:25]2[N:26]([CH:30]=[C:31]([C:33]([NH:14][C:18]3[CH:17]=[CH:22][CH:21]=[CH:20][CH:19]=3)=[O:34])[N:32]=2)[CH:27]=[CH:28][CH:29]=1 |f:0.1|. Procedure: 1.67 ml of triethylamine, 1.53 g of 1-(3-dimethylaminopropyl)-3-ethylcarbodiimide hydrochloride and 1.08 g of 1-hydroxybenzotriazole are added to a solution of 0.176 g of 8-methylimidazo[1,2-a]pyridine-2-carboxylic acid in 12 ml of dichloromethane. The reaction mixture is stirred at ambient temperature for 20 minutes. 0.090 ml of aniline is added. The reaction mixture is stirred at ambient temperature for 4 hours. 60 ml of dichloromethane and 30 ml of water are added. After separation by settlin... Reactants: CC1=C(SC(=C1)N1C(N(CC1)CCOC1=CC=CC=C1)=O)C(=O)OCC (ethyl 3-methyl-5-(2-oxo-3-(2-phenoxyethyl)imidazolidin-1-yl)-thiophene-2-carboxylate), CC1=C(SC(=C1)N1C(N(CC1)CC(C1=CC=CC=C1)=O)=O)C(=O)OCC (ethyl 3-methyl-5-(2-oxo-3-(2-oxo-2-phenylethyl)-imidazolidin-1-yl)thiophene-2-carboxylate). Yields the product CC1=C(SC(=C1)N1C(N(CC1)CC(C1=CC=CC=C1)=O)=O)C(=O)O (3-methyl-5-(2-oxo-3-(2-oxo-2-phenylethyl)imidazolidin-1-yl)thiophene-2-carboxylic acid). The yield is 58.0%. As a reaction SMILES: CC1C=C(N2CCN(CCOC3C=CC=CC=3)C2=O)SC=1C(OCC)=O.[CH3:27][C:28]1[CH:32]=[C:31]([N:33]2[CH2:37][CH2:36][N:35]([CH2:38][C:39](=[O:46])[C:40]3[CH:45]=[CH:44][CH:43]=[CH:42][CH:41]=3)[C:34]2=[O:47])[S:30][C:29]=1[C:48]([O:50]CC)=[O:49]>>[CH3:27][C:28]1[CH:32]=[C:31]([N:33]2[CH2:37][CH2:36][N:35]([CH2:38][C:39](=[O:46])[C:40]3[CH:45]=[CH:44][CH:43]=[CH:42][CH:41]=3)[C:34]2=[O:47])[S:30][C:29]=1[C:48]([OH:50])=[O:49]. Reported procedure: Following the procedure as described in Example 54, making variations as required to replace ethyl 3-methyl-5-(2-oxo-3-(2-phenoxyethyl)imidazolidin-1-yl)-thiophene-2-carboxylate with ethyl 3-methyl-5-(2-oxo-3-(2-oxo-2-phenylethyl)-imidazolidin-1-yl)thiophene-2-carboxylate, the title compound was obtained as a yellow solid in 58% yield: 1H NMR (300 MHz, DMSO-d6) δ 12.36 (br s, 1H), 8.02 (d, J=7.3 Hz, 2H), 7.74-7.67 (m, 1H), 7.61-7.54 (m, 2H), 6.34 (s, 1H), 4.85 (s, 2H), 3.97-3.88 (m, 2H), 3.67-3.... Reaction SMILES: [N:1]1[CH:6]=[CH:5][CH:4]=[C:3](B(O)O)[CH:2]=1.Br[C:11]1[CH:32]=[CH:31][C:14]([CH2:15][NH:16][C:17]([C:19]2[CH:24]=[CH:23][C:22]([C:25]3[CH:30]=[CH:29][CH:28]=[CH:27][CH:26]=3)=[CH:21][CH:20]=2)=[O:18])=[CH:13][CH:12]=1.C([O-])([O-])=O.[Na+].[Na+].C(O)C>C1C=CC([P]([Pd]([P](C2C=CC=CC=2)(C2C=CC=CC=2)C2C=CC=CC=2)([P](C2C=CC=CC=2)(C2C=CC=CC=2)C2C=CC=CC=2)[P](C2C=CC=CC=2)(C2C=CC=CC=2)C2C=CC=CC=2)(C2C=CC=CC=2)C2C=CC=CC=2)=CC=1.C(OCC)(=O)C.C1(C)C=CC=CC=1>[N:1]1[CH:6]=[CH:5][CH:4]=[C:3]([C:11]2[CH:32]=[CH:31][C:14]([CH2:15][NH:16][C:17]([C:19]3[CH:24]=[CH:23][C:22]([C:25]4[CH:30]=[CH:29][CH:28]=[CH:27][CH:26]=4)=[CH:21][CH:20]=3)=[O:18])=[CH:13][CH:12]=2)[CH:2]=1 |f:2.3.4,^1:45,47,66,85|. Reagents/catalysts: C=1C=CC(=CC1)[P](C=2C=CC=CC2)(C=3C=CC=CC3)[Pd]([P](C=4C=CC=CC4)(C=5C=CC=CC5)C=6C=CC=CC6)([P](C=7C=CC=CC7)(C=8C=CC=CC8)C=9C=CC=CC9)[P](C=1C=CC=CC1)(C=1C=CC=CC1)C=1C=CC=CC1 (Pd(PPh3)4). Reaction conditions: temperature 110 celsius, time 2 hour. Yields the product N1=CC(=CC=C1)C1=CC=C(CNC(=O)C2=CC=C(C=C2)C2=CC=CC=C2)C=C1 (N-(4-(pyridin-3-yl)benzyl)biphenyl-4-carboxamide). Starting materials: N1=CC(=CC=C1)B(O)O (pyridin-3-ylboronic acid), BrC1=CC=C(CNC(=O)C2=CC=C(C=C2)C2=CC=CC=C2)C=C1 (N-(4-bromobenzyl)biphenyl-4-carboxamide), C(=O)([O-])[O-].[Na+].[Na+] (Na2CO3), C(C)O (ethanol). Solvent: C1(=CC=CC=C1)C (toluene), C(C)(=O)OCC (ethyl acetate). Procedure: To a sealed tube was added pyridin-3-ylboronic acid 10-4 (25 mg, 0.21 mmol), N-(4-bromobenzyl)biphenyl-4-carboxamide 10−3 (50 mg, 0.14 mmol), Pd(PPh3)4 (16 mg, 0.014 mmol), saturated Na2CO3 (2.1 mL), ethanol (0.7 mL) and toluene (0.7 mL). The reaction was heated to 110° C. and stirred for 2 hours. After cooling to room temperature, the reaction was diluted into ethyl acetate, washed with brine. The organic phase was taken to dryness by rotary evaporation. The residue was purified by HPLC to give... The reactants are [OH-].[Na+] (sodium hydroxide), ClC1=CC=C(C=C1)O (4-chlorophenol), Cl (hydrochloric acid), C1(CC(C)O1)=O (beta-butyrolactone). The solvent is O (water). Run at temperature 23 celsius. Product: ClC1=CC=C(OC(CC(=O)O)C)C=C1 (3-(4-Chlorophenoxy)butyric Acid). Reaction SMILES: [OH-].[Na+].[Cl:3][C:4]1[CH:9]=[CH:8][C:7]([OH:10])=[CH:6][CH:5]=1.[C:11]1(=[O:16])[O:15][CH:13]([CH3:14])[CH2:12]1.Cl>O>[Cl:3][C:4]1[CH:9]=[CH:8][C:7]([O:10][CH:13]([CH3:14])[CH2:12][C:11]([OH:16])=[O:15])=[CH:6][CH:5]=1 |f:0.1|. Procedure: To a solution of 40 g (1 mol) sodium hydroxide in 400 ml water was added 128.6 g (1 mol) 4-chlorophenol and the reaction was heated at reflux for 15 minutes. To the refluxing solution was added 81.5 g (1 mol) of beta-butyrolactone dropwise over 1 hour. The reaction was cooled to 23° C., acidified with 100 ml concentrated hydrochloric acid and extracted with 2×500 ml diethyl ether. The ether layers were combined and extracted with 5×300 ml saturated aqueous sodium bicarbonate solution. The bicarb... Reactants: Cc1ccc(CN)c(C)c1, CS(C)=O, CC(C(=O)O)c1cccc2cnccc12, O=C(O)Cc1cccc2cnccc12. Product: Cc1ccc(CNC(=O)C(C)c2cccc3cnccc23)c(C)c1. RXN SMILES: [CH3:1][c:2]1[c:3]([CH2:4][NH2:5])[cH:6][cH:7][c:8]([CH3:10])[cH:9]1.[CH3:40][S:41]([CH3:42])=[O:43].[cH:11]1[n:12][cH:13][cH:14][c:15]2[c:16]([CH:21]([C:22](=[O:23])[OH:24])[CH3:25])[cH:17][cH:18][cH:19][c:20]12.[cH:26]1[c:27]2[c:28]([c:29]([CH2:30][C:31]([OH:32])=[O:33])[cH:34][cH:35][cH:36]2)[cH:37][cH:38][n:39]1>>[CH3:1][c:2]1[c:3]([CH2:4][NH:5][C:22]([CH:21]([c:16]2[c:15]3[cH:14][cH:13][n:12][cH:11][c:20]3[cH:19][cH:18][cH:17]2)[CH3:25])=[O:23])[cH:6][cH:7][c:8]([CH3:10])[cH:9]1.